Task: describe an organic reaction: reactants, conditions, products, and yield. Dataset: the Open Reaction Database (ORD), a public repository of structured organic reaction records Reactants: O=Cc1ccc2c(c1)OCO2, [Na+], CC(=O)CN1CCOCC1, [OH-]. Yields the product O=C(C=Cc1ccc2c(c1)OCO2)CN1CCOCC1. As a reaction SMILES: [CH:1](=[O:2])[c:3]1[cH:4][cH:5][c:6]2[c:10]([cH:11]1)[O:9][CH2:8][O:7]2.[Na+:23].[O:12]1[CH2:13][CH2:14][N:15]([CH2:18][C:19]([CH3:20])=[O:21])[CH2:16][CH2:17]1.[OH-:22]>>[CH:1]([c:3]1[cH:4][cH:5][c:6]2[c:10]([cH:11]1)[O:9][CH2:8][O:7]2)=[CH:20][C:19]([CH2:18][N:15]1[CH2:14][CH2:13][O:12][CH2:17][CH2:16]1)=[O:21]. Reactants: CC1=C(C(=O)OCC)C=CC(=N1)C1=CC=CC=C1 (ethyl 2-methyl-6-phenylnicotinate), BrN1C(CCC1=O)=O (N-bromosuccinimide), C(C1=CC=CC=C1)(=O)OOC(C1=CC=CC=C1)=O (benzoyl peroxide), [H-].[Na+] (sodium hydride), C(CS)(=O)OC (Methyl thioglycolate), C1(=CC=CC=C1)C1=CC=C2C(C(SCC2=N1)C(=O)OC)=O (methyl 7-phenyl-8-aza-isothiochroman-4-one-3-carboxylate), compound, [H-].[Na+] (sodium hydride). The solvent is C(C)(=O)OCC (ethyl acetate), CCCCCC (hexane), C(Cl)(Cl)(Cl)Cl (carbon tetrachloride), Cl (hydrochloric acid). Reaction conditions: time 3 hour. Yields the product C1(=CC=CC=C1)C1=CC=C2C(CSCC2=N1)=O (7-phenyl-8-aza-isothiochroman-4-one). Yield: 68.0%. RXN SMILES: CC1N=C(C2C=CC=CC=2)C=CC=1C(OCC)=O.BrN1C(=O)CCC1=O.C(OOC(=O)C1C=CC=CC=1)(=O)C1C=CC=CC=1.C(OC)(=O)CS.[H-].[Na+].[C:53]1([C:59]2[N:68]=[C:67]3[C:62]([C:63](=[O:73])[CH:64](C(OC)=O)[S:65][CH2:66]3)=[CH:61][CH:60]=2)[CH:58]=[CH:57][CH:56]=[CH:55][CH:54]=1>C(Cl)(Cl)(Cl)Cl.Cl.C(OCC)(=O)C.CCCCCC>[C:53]1([C:59]2[N:68]=[C:67]3[C:62]([C:63](=[O:73])[CH2:64][S:65][CH2:66]3)=[CH:61][CH:60]=2)[CH:54]=[CH:55][CH:56]=[CH:57][CH:58]=1 |f:4.5|. Procedure: To a solution of ethyl 2-methyl-6-phenylnicotinate (prepared according to Spath et al. [Monatsh. Chem. (1928) 49:265]) (1.00 g, 4.10 mmol) in carbon tetrachloride (10 mL) was added N-bromosuccinimide (0.81 g, 4.60 mmol) and benzoyl peroxide (0.05g). The reaction was heated at reflux for 18 h, cooled and filtered. The filtrate was concentrated and redissolved in anhydrous tetrahydofuran (10 mL). Methyl thioglycolate (0.37 mL, 4.10 mmol) was added, followed by sodium hydride (80%, 0.12 g, 4.1 mmol... The reactants are COC1=CC=C(C=C1)C1=CC=C(C=C1)CC(=O)O (4'-methoxy-4-biphenylacetic acid), C(C)(C)[N-]C(C)C.[Li+] (lithium diisopropylamide), COC1=CC=C(C=C1)C1=CC=C(C=C1)CC(=O)OCC (4'-methoxy-4-biphenylacetic acid, ethyl ester), ethyl ester, S(O)(O)(=O)=O (sulfuric acid), CI (methyl iodide). The solvent is O (water), O1CCCC1 (tetrahydrofuran), C(C)O (ethanol). Run at temperature 0 celsius, time 30 minute. Yields the product CC(C(=O)OCC)C1=CC=C(C=C1)C1=CC=C(C=C1)OC (α-Methyl-4'-(methoxy)[1,1'-biphenyl]-4-acetic acid, ethyl ester). Yield: 69.6%. RXN SMILES: [CH3:1]OC1C=CC(C2C=CC(CC(O)=O)=CC=2)=CC=1.S(=O)(=O)(O)O.[CH3:24][O:25][C:26]1[CH:31]=[CH:30][C:29]([C:32]2[CH:37]=[CH:36][C:35]([CH2:38][C:39]([O:41][CH2:42][CH3:43])=[O:40])=[CH:34][CH:33]=2)=[CH:28][CH:27]=1.C([N-]C(C)C)(C)C.[Li+].CI>O1CCCC1.O.C(O)C>[CH3:1][CH:38]([C:35]1[CH:36]=[CH:37][C:32]([C:29]2[CH:28]=[CH:27][C:26]([O:25][CH3:24])=[CH:31][CH:30]=2)=[CH:33][CH:34]=1)[C:39]([O:41][CH2:42][CH3:43])=[O:40] |f:3.4|. Reported procedure: The known starting material, 4'-methoxy-4-biphenylacetic acid (J. Chem. Soc. 1959, 557) is first converted to its ethyl ester by Fisher esterification with ethanol and concentrated sulfuric acid. To a solution of 4'-methoxy-4-biphenylacetic acid, ethyl ester (30.0 g, 0.110 mol) in tetrahydrofuran (400 mL) at -78° C. is added slowly, 2.01M lithium diisopropylamide (63 mL). The mixture is stirred for 30 minutes and then methyl iodide (30 mL) is added rapidly. The reaction mixture is warmed to 0° C... Starting materials: CC(C)O, COC(=O)C(C)(C)CN1CCN(C2=Nc3ccc(Cl)cc3Cn3cc(C)cc32)CC1, Cl, [Na+], [OH-], O. Yields the product Cc1cc2n(c1)Cc1cc(Cl)ccc1N=C2N1CCN(CC(C)(C)C(=O)O)CC1. Reaction SMILES: [CH:34]([OH:35])([CH3:36])[CH3:37].[Cl:1][c:2]1[cH:3][cH:4][c:5]2[c:6]([cH:30]1)[CH2:7][n:8]1[c:9]([cH:26][c:27]([CH3:29])[cH:28]1)[C:10]([N:12]1[CH2:13][CH2:14][N:15]([CH2:18][C:19]([C:20](=[O:21])[O:22][CH3:23])([CH3:24])[CH3:25])[CH2:16][CH2:17]1)=[N:11]2.[ClH:33].[Na+:32].[OH-:31].[OH2:38]>>[Cl:1][c:2]1[cH:3][cH:4][c:5]2[c:6]([cH:30]1)[CH2:7][n:8]1[c:9]([cH:26][c:27]([CH3:29])[cH:28]1)[C:10]([N:12]1[CH2:13][CH2:14][N:15]([CH2:18][C:19]([C:20](=[O:21])[OH:22])([CH3:24])[CH3:25])[CH2:16][CH2:17]1)=[N:11]2. The reactants are NC=1C=C(C(=O)NC2=NC(=C(C=C2)C)C)C=CC1N (3,4-diamino-N-(5,6-dimethylpyridin-2-yl)-benzamide), COC(CCC1=CC(=C(C(=C1)C)C=O)C)=O (3-(4-formyl-3,5-dimethylphenyl)-propionic acid methyl ester). Product: CC=1C=CC(=NC1C)NC(=O)C=1C=CC2=C(NC(=N2)C2=C(C=C(C=C2C)CCC(=O)O)C)C1 (3-{4-[6-(5,6-Dimethylpyridin-2-ylcarbamoyl)-1H-benzimidazol-2-yl]-3,5-dimethylphenyl}-propionic acid). Reaction SMILES: [NH2:1][C:2]1[CH:3]=[C:4]([CH:16]=[CH:17][C:18]=1[NH2:19])[C:5]([NH:7][C:8]1[CH:13]=[CH:12][C:11]([CH3:14])=[C:10]([CH3:15])[N:9]=1)=[O:6].C[O:21][C:22](=[O:35])[CH2:23][CH2:24][C:25]1[CH:30]=[C:29]([CH3:31])[C:28]([CH:32]=O)=[C:27]([CH3:34])[CH:26]=1>>[CH3:14][C:11]1[CH:12]=[CH:13][C:8]([NH:7][C:5]([C:4]2[CH:16]=[CH:17][C:18]3[N:19]=[C:32]([C:28]4[C:27]([CH3:34])=[CH:26][C:25]([CH2:24][CH2:23][C:22]([OH:35])=[O:21])=[CH:30][C:29]=4[CH3:31])[NH:1][C:2]=3[CH:3]=2)=[O:6])=[N:9][C:10]=1[CH3:15]. Reported procedure: The title compound was prepared from 3,4-diamino-N-(5,6-dimethylpyridin-2-yl)-benzamide and 3-(4-formyl-3,5-dimethylphenyl)-propionic acid methyl ester (from Example 6-17) analogous to the final two steps of Example 6-17. 1H-NMR (DMSO-d6, 400 MHz): δ 10.58 (s, 0.5H), 10.53 (s, 0.5H), 8.41 (s, 0.5H), 8.23 (s, 0.5H), 7.92 (m, 2.5H), 7.72 (d, J=8.6 Hz, 0.5H), 7.56 (m, 2H), 7.08 (s, 2H), 2.84 (t, J=7.4 Hz, 2H), 2.58 (t, J=7.4 Hz, 2H), 2.41 (s, 3H), 2.24 (s, 3H), 2.09 (s, 6H). MS (m/z) 392.3 (M−1); R...